Dataset: the Open Reaction Database (ORD), a public repository of structured organic reaction records. Task: describe an organic reaction: reactants, conditions, products, and yield Product: [Cl-].ClC1=C(CN2C(C3=CC=C(C=C3C2=O)C(=O)NCC[NH+]2CCCCC2)=O)C=CC=C1 (1-(2-{[2-(2-chloro-benzyl)-1,3-dioxo-2,3-dihydro-1H-isoindol-5-carbonyl]-amino}-ethyl)-piperidinium chloride). Procedure: 2-(2-chloro-benzyl)-1,3-dioxo-2,3-dihydro-1H-isoindol-5-carboxylic acid (100 mg, 0.316 mmol) and 2-piperidin-1-yl-ethylamine (113 μL, 0.792 mmol) were reacted with each other. Target compound in the amount of 131 mg (90%) was obtained by following the procedure described in Example 1. RXN SMILES: [Cl:1][C:2]1[CH:22]=[CH:21][CH:20]=[CH:19][C:3]=1[CH2:4][N:5]1[C:13](=[O:14])[C:12]2[C:7](=[CH:8][CH:9]=[C:10]([C:15]([OH:17])=O)[CH:11]=2)[C:6]1=[O:18].[N:23]1([CH2:29][CH2:30][NH2:31])[CH2:28][CH2:27][CH2:26][CH2:25][CH2:24]1>>[Cl-:1].[Cl:1][C:2]1[CH:22]=[CH:21][CH:20]=[CH:19][C:3]=1[CH2:4][N:5]1[C:13](=[O:14])[C:12]2[C:7](=[CH:8][CH:9]=[C:10]([C:15]([NH:31][CH2:30][CH2:29][NH+:23]3[CH2:28][CH2:27][CH2:26][CH2:25][CH2:24]3)=[O:17])[CH:11]=2)[C:6]1=[O:18] |f:2.3|. The reactants are ClC1=C(CN2C(C3=CC=C(C=C3C2=O)C(=O)O)=O)C=CC=C1 (2-(2-chloro-benzyl)-1,3-dioxo-2,3-dihydro-1H-isoindol-5-carboxylic acid), N1(CCCCC1)CCN (2-piperidin-1-yl-ethylamine).